describe an organic reaction: reactants, conditions, products, and yield From a dataset of the Open Reaction Database (ORD), a public repository of structured organic reaction records. Reaction SMILES: [Mg].BrCCBr.Cl[CH2:7][Si:8]([CH3:16])([CH3:15])[C:9]1[CH:14]=[CH:13][CH:12]=[CH:11][CH:10]=1.[C:17]([O:21][CH2:22][CH3:23])(=[O:20])[CH:18]=[CH2:19].[Cl-].[NH4+]>C(OCC)C.O.[Cu]Br>[CH3:15][Si:8]([C:9]1[CH:14]=[CH:13][CH:12]=[CH:11][CH:10]=1)([CH3:16])[CH2:7][CH2:19][CH2:18][C:17]([O:21][CH2:22][CH3:23])=[O:20] |f:4.5|. The reagents and catalysts are [Cu]Br (copper(I) bromide). Procedure details: To a stirred mixture of 7.9 g (0.329 mole) of magnesium metal and 0.5 mL of 1,2-dibromoethane in 150 mL of diethyl ether was added dropwise a solution of 50 g (0.271 mole) of (chloromethyl)dimethylphenylsilane in 100 mL of diethyl ether. The addition required 30 minutes. Upon completion of addition, the resultant solution was transferred using a cannula to a flask containing 15.5 g (0.108 mole) of copper(I) bromide which was under a nitrogen atmosphere and was cooled in a dry ice/acetone bath. T... Run at temperature -10 celsius. Reactants: [Mg] (magnesium), BrCCBr (1,2-dibromoethane), [Cl-].[NH4+] (ammonium chloride), ClC[Si](C1=CC=CC=C1)(C)C ((chloromethyl)dimethylphenylsilane), resultant solution, C(C=C)(=O)OCC (ethyl acrylate). The yield is 47.9%. Product: C[Si](CCCC(=O)OCC)(C)C1=CC=CC=C1 (ethyl 5-methyl-5-phenyl-5-silahexanoate). The solvent is C(C)OCC (diethyl ether), O (water), C(C)OCC (diethyl ether), C(C)OCC (diethyl ether), C(C)OCC (diethyl ether). Reactants: CC(=O)OO, Cc1ccccc1, CCOC(=O)C(C)Oc1ccc(C=O)cc1, O. Product: CCOC(=O)C(C)Oc1ccc(O)cc1. As a reaction SMILES: [C:24]([O:25][OH:27])(=[O:26])[CH3:28].[CH3:17][c:18]1[cH:19][cH:20][cH:21][cH:22][cH:23]1.[CH:1](=[O:2])[c:3]1[cH:4][cH:5][c:6]([O:7][CH:8]([C:9](=[O:10])[O:11][CH2:12][CH3:13])[CH3:14])[cH:15][cH:16]1.[OH2:29]>>[c:3]1([OH:26])[cH:4][cH:5][c:6]([O:7][CH:8]([C:9](=[O:10])[O:11][CH2:12][CH3:13])[CH3:14])[cH:15][cH:16]1. The reactants are [I-].[Na+] (sodium iodide), ClC1=C(C(N(S1)C1=CC=CC=C1)=O)C (5-chloro-4-methyl-2-phenyl-4-isothiazolin-3-one), CN(C(S)=S)C (N,N-dimethyldithiocarbamic acid), [Na] (sodium), named product. Solvent: C(C)O (ethanol), C(C)O (ethanol). The product is CN(C(=S)SC1=C(C(N(S1)C1=CC=CC=C1)=O)C)C (5-(N,N-Dimethylthiocarbamoyl)thio-4-methyl-2-phenyl-4-isothiazolin-3-one). As a reaction SMILES: Cl[C:2]1[S:6][N:5]([C:7]2[CH:12]=[CH:11][CH:10]=[CH:9][CH:8]=2)[C:4](=[O:13])[C:3]=1[CH3:14].[CH3:15][N:16]([CH3:20])[C:17](=[S:19])[SH:18].[Na].[I-].[Na+]>C(O)C>[CH3:15][N:16]([CH3:20])[C:17]([S:19][C:2]1[S:6][N:5]([C:7]2[CH:12]=[CH:11][CH:10]=[CH:9][CH:8]=2)[C:4](=[O:13])[C:3]=1[CH3:14])=[S:18] |f:3.4,^1:20|. Reported procedure: To a solution of 4.51 g. (0.02 mole) of 5-chloro-4-methyl-2-phenyl-4-isothiazolin-3-one in 30 ml of warm ethanol was added a solution of 3.58 g. (0.02 mole) of N,N-dimethyldithiocarbamic acid, sodium salt dihydrate in 20 ml of ethanol followed by 0.1 g. of sodium iodide. The mixture was stirred several hours, cooled and filtered. The solid was triturated with water and dried to give 5.3 g. (88%) of the named product, mp 158°-160°. The reactants are FC1=C(C=CC(=C1)F)NC1=C(C(=O)CC(=O)OCC)C=C(C(=N1)O)F (ethyl 2-[2-(2,4-difluorophenylamino)-5-fluoro-6-hydroxynicotinoyl]acetate), C(C)(=O)OC(C)=O (acetic anhydride), C(OCC)([O-])[O-] (ethyl ortho-formate), C([O-])([O-])=O.[Na+].[Na+] (sodium carbonate), Cl (hydrochloric acid). Solvent: O1CCOCC1 (dioxane), C(C)OCC (diethyl ether), O (water), CO (methanol), O (water), C(C)(=O)OCC (ethyl acetate). Yields the product FC1=C(C=CC(=C1)F)N1C=C(C(C2=CC(=C(N=C12)O)F)=O)C(=O)OCC (ethyl 1-(2,4-difluorophenyl)-6-fluoro-1,4-dihydro-7-hydroxy-4-oxo-1,8-naphthyridine-3-carboxylate). Isolated yield 52.3%. Reaction SMILES: [F:1][C:2]1[CH:7]=[C:6]([F:8])[CH:5]=[CH:4][C:3]=1[NH:9][C:10]1[N:23]=[C:22]([OH:24])[C:21]([F:25])=[CH:20][C:11]=1[C:12]([CH2:14][C:15]([O:17][CH2:18][CH3:19])=[O:16])=[O:13].[C:26](OC(=O)C)(=O)C.C([O-])([O-])OCC.C(=O)([O-])[O-].[Na+].[Na+].Cl>O1CCOCC1.C(OCC)C.O.C(OCC)(=O)C.CO>[F:1][C:2]1[CH:7]=[C:6]([F:8])[CH:5]=[CH:4][C:3]=1[N:9]1[C:10]2[C:11](=[CH:20][C:21]([F:25])=[C:22]([OH:24])[N:23]=2)[C:12](=[O:13])[C:14]([C:15]([O:17][CH2:18][CH3:19])=[O:16])=[CH:26]1 |f:3.4.5|. Reported procedure: In 1 ml of dioxane were dissolved 80 mg of ethyl 2-[2-(2,4-difluorophenylamino)-5-fluoro-6-hydroxynicotinoyl]acetate, 46 mg of acetic anhydride and 50 mg of ethyl ortho-formate, and the resulting solution was subjected to reaction under reflux for 7 hours, after which the solvent was removed by distillation under reduced pressure. The residue thus obtained was dissolved 10 ml of methanol and 5 ml of water, and the pH thereof was adjusted to 8.5 with a 10% by weight aqueous sodium carbonate solut...